This data is from the Open Reaction Database (ORD), a public repository of structured organic reaction records. The task is: describe an organic reaction: reactants, conditions, products, and yield Reactants: ClC1=NC(=CC2=CC=CC=C12)C1=CC=CC=C1 (1-chloro-3-phenylisoquinoline), NC1=NNC(=C1)C (3-amino-5-methylpyrazole), C([O-])([O-])=O.[K+].[K+] (potassium carbonate). Run in CN(C)C=O (DMF). Product: CC=1C=C(NN1)NC1=NC(=CC2=CC=CC=C12)C1=CC=CC=C1 ((5-Methyl-2H-pyrazol-3-yl)-(3-phenyl-isoquinolin-1-yl)-amine). As a reaction SMILES: Cl[C:2]1[C:11]2[C:6](=[CH:7][CH:8]=[CH:9][CH:10]=2)[CH:5]=[C:4]([C:12]2[CH:17]=[CH:16][CH:15]=[CH:14][CH:13]=2)[N:3]=1.[NH2:18][C:19]1[CH:23]=[C:22]([CH3:24])[NH:21][N:20]=1.C(=O)([O-])[O-].[K+].[K+]>CN(C=O)C>[CH3:24][C:22]1[CH:23]=[C:19]([NH:18][C:2]2[C:11]3[C:6](=[CH:7][CH:8]=[CH:9][CH:10]=3)[CH:5]=[C:4]([C:12]3[CH:17]=[CH:16][CH:15]=[CH:14][CH:13]=3)[N:3]=2)[NH:20][N:21]=1 |f:2.3.4|. Procedure: To a solution of 1-chloro-3-phenylisoquinoline (J. Het. Chem., 20, 1983, 121–128)(0.33 g, 1.37 mmol) in DMF (anhydrous, 5 mL) was added 3-amino-5-methylpyrazole (0.27 g, 2.74 mmol) and potassium carbonate (0.57 g, 4.13 mmol) and the resulting mixture was heated at reflux for 6 hours. The reaction mixture was then cooled and solvent removed in vacuo. The residue was extracted twice with ethyl acetate and the combined organic layers washed with brine, dried (MgSO4), filtered and concentrated in va... Reactants: ice hydrochloric acid, N1C=C(C2=CC=CC=C12)CC#N (1H-indole-3-ylacetonitrile), BrCCCl (1-bromo-2-chloroethane), C(C)(C)[N-]C(C)C.[Li+] (lithium diisopropylamide). Solvent: O1CCCC1 (tetrahydrofuran). Run at temperature -30 celsius, time 30 minute. Yields the product N1C=C(C2=CC=CC=C12)C1(CC1)C#N (1-(1H-indole-3-yl)cyclopropanecarbonitrile). RXN SMILES: [NH:1]1[C:9]2[C:4](=[CH:5][CH:6]=[CH:7][CH:8]=2)[C:3]([CH2:10][C:11]#[N:12])=[CH:2]1.[CH:13]([N-]C(C)C)(C)[CH3:14].[Li+].BrCCCl>O1CCCC1>[NH:1]1[C:9]2[C:4](=[CH:5][CH:6]=[CH:7][CH:8]=2)[C:3]([C:10]2([C:11]#[N:12])[CH2:14][CH2:13]2)=[CH:2]1 |f:1.2|. Reported procedure: 1H-indole-3-ylacetonitrile (18.7 g) was dissolved in tetrahydrofuran (240 mL) and, after cooling to −30° C., lithium diisopropylamide (2.0M heptane/tetrahydrofuran/ethylbenzene solution, 240 mL) was added dropwise, followed by stirring at −5° C. for 30 minutes. The reaction mixture was cooled to −30° C. and 1-bromo-2-chloroethane (11.0 mL) was added dropwise, followed by stirring for 2 hours while heating to 0° C. The reaction mixture was poured into ice/hydrochloric acid (2N, 360 mL) and extrac... Reactants: C(=O)(O)C1=C(C2=C(N=N1)C1=C(S2)N=C(C=C1)C)O (3-carboxy-4-hydroxy-7-methylpyrido[3',2':4,5]-thieno[3,2-C]pyridazine). Run in C1=CC=C(C=C1)C2=CC=CC=C2.C1=CC=C(C=C1)OC2=CC=CC=C2 (Dowtherm-A), CCCCCC (hexane). Reaction conditions: temperature 225 celsius, time 30 minute. Yields the product OC=1C2=C(N=NC1)C1=C(S2)N=C(C=C1)C (4-hydroxy-7-methylpyrido[3',2':4,5]thieno[3,2-C]pyridazine). The yield is 66.5%. Reaction SMILES: C([C:4]1[N:9]=[N:8][C:7]2[C:10]3[CH:16]=[CH:15][C:14]([CH3:17])=[N:13][C:11]=3[S:12][C:6]=2[C:5]=1[OH:18])(O)=O>C1C=CC(C2C=CC=CC=2)=CC=1.C1C=CC(OC2C=CC=CC=2)=CC=1.CCCCCC>[OH:18][C:5]1[C:6]2[S:12][C:11]3[N:13]=[C:14]([CH3:17])[CH:15]=[CH:16][C:10]=3[C:7]=2[N:8]=[N:9][CH:4]=1 |f:1.2|. Procedure: A mixture of 2.4 g (0.009 mol) of 3-carboxy-4-hydroxy-7-methylpyrido[3',2':4,5]-thieno[3,2-C]pyridazine in 70 ml of Dowtherm-A was stirred at 225° C. for 30 minutes. It was cooled, diluted with hexane and filtered. The crude product was crystallized by 5% NaOH/HOAC giving 1.3 g (65%) of 4-hydroxy-7-methylpyrido[3',2':4,5]thieno[3,2-C]pyridazine, m.p.>300° C.